Dataset: the Open Reaction Database (ORD), a public repository of structured organic reaction records. Task: describe an organic reaction: reactants, conditions, products, and yield Starting materials: BrC1=CC=C(C=C1)N1N=C(C=C1C1=C(C=CC=C1)C(F)(F)F)C(F)(F)F (1-(4-bromophenyl)-3-trifluoromethyl-5-(2-trifluoromethyl-phenyl)-1H-pyrazole), CS(=O)(=O)C=1C=C(C=CC1)B(O)O (3-methanesulfonyl-phenylboronic acid), C(=O)([O-])[O-].[K+].[K+] (K2CO3), Cl2Pd(dppf). Conditions: temperature 80 celsius, time 16 hour. The product is CS(=O)(=O)C=1C=C(C=CC1)C1=CC=C(C=C1)N1N=C(C=C1C1=C(C=CC=C1)C(F)(F)F)C(F)(F)F (1-(3′-methanesulfonyl-biphenyl-4-yl)-3-trifluoromethyl-5-(2-trifluoromethyl-phenyl)-1H-pyrazole). Yield: 76.5%. RXN SMILES: Br[C:2]1[CH:7]=[CH:6][C:5]([N:8]2[C:12]([C:13]3[CH:18]=[CH:17][CH:16]=[CH:15][C:14]=3[C:19]([F:22])([F:21])[F:20])=[CH:11][C:10]([C:23]([F:26])([F:25])[F:24])=[N:9]2)=[CH:4][CH:3]=1.[CH3:27][S:28]([C:31]1[CH:32]=[C:33](B(O)O)[CH:34]=[CH:35][CH:36]=1)(=[O:30])=[O:29].C([O-])([O-])=O.[K+].[K+]>>[CH3:27][S:28]([C:31]1[CH:36]=[C:35]([C:2]2[CH:3]=[CH:4][C:5]([N:8]3[C:12]([C:13]4[CH:18]=[CH:17][CH:16]=[CH:15][C:14]=4[C:19]([F:22])([F:20])[F:21])=[CH:11][C:10]([C:23]([F:25])([F:24])[F:26])=[N:9]3)=[CH:6][CH:7]=2)[CH:34]=[CH:33][CH:32]=1)(=[O:30])=[O:29] |f:2.3.4|. Reported procedure: A mixture of 1-(4-bromophenyl)-3-trifluoromethyl-5-(2-trifluoromethyl-phenyl)-1H-pyrazole (135 mg, 0.31 mmol), 3-methanesulfonyl-phenylboronic acid (74 mg, 0.37 mmol), K2CO3 (0.13 g, 0.93 mmol), Cl2Pd(dppf).DCM (24 mg, 10 mol %) and H2O (0.2 mL) in dioxane (2 mL) was sparged with Argon for 5 min and then heated at 80° C. as a sealed flask. After 16 h the reaction mixture was allowed to cool to ambient temperature, filtered (Celite™) and the filter agent rinsed with EtOAc. The combined filtrates ... Reactants: FC1=CC=C(C=C1)C1=C2CC(NC2=CC=C1)=O (4-(4-fluoro-phenyl)-1,3-dihydro-indol-2-one), N1(N=NC=C1)CCNC(=O)C1=C(NC(=C1)C)C=O (2-formyl-5-methyl-1H-pyrrole-3-carboxylic acid (2-[1,2,3]triazol-1-yl-ethyl)-amide). The reagents and catalysts are N1CCCCC1 (piperidine). Solvent: C(C)O (ethanol). Run at time 3 day. Product: N1(N=NC=C1)CCNC(=O)C1=C(NC(=C1)C)C=C1C(NC2=CC=CC(=C12)C1=CC=C(C=C1)F)=O (2-[4-(4-fluoro-phenyl) 2-oxo-1,2-dihydro-indol-3-ylidenemethyl]-5-methyl-1H-pyrrole-3-carboxylic acid (2-[1,2,3]triazol-1-yl-ethyl)amide). Yield: 65.1%. Reaction SMILES: [F:1][C:2]1[CH:7]=[CH:6][C:5]([C:8]2[CH:16]=[CH:15][CH:14]=[C:13]3[C:9]=2[CH2:10][C:11](=[O:17])[NH:12]3)=[CH:4][CH:3]=1.[N:18]1([CH2:23][CH2:24][NH:25][C:26]([C:28]2[CH:32]=[C:31]([CH3:33])[NH:30][C:29]=2[CH:34]=O)=[O:27])[CH:22]=[CH:21][N:20]=[N:19]1>C(O)C.N1CCCCC1>[N:18]1([CH2:23][CH2:24][NH:25][C:26]([C:28]2[CH:32]=[C:31]([CH3:33])[NH:30][C:29]=2[CH:34]=[C:10]2[C:9]3[C:13](=[CH:14][CH:15]=[CH:16][C:8]=3[C:5]3[CH:4]=[CH:3][C:2]([F:1])=[CH:7][CH:6]=3)[NH:12][C:11]2=[O:17])=[O:27])[CH:22]=[CH:21][N:20]=[N:19]1. Procedure: To a solution of 4-(4-fluoro-phenyl)-1,3-dihydro-indol-2-one (56.8 mg, 0.25 mmol) and 2-formyl-5-methyl-1H-pyrrole-3-carboxylic acid (2-[1,2,3]triazol-1-yl-ethyl)-amide (64.8 mg, 0.26 mmol) in ethanol (2 mL) was added piperidine (3 drops). The reaction mixture was stirred at room temperature for three days. A yellow solid product was precipitated out, filtered, washed by ethanol for three times, and dried under high vacuum to provide pure product as a yellow solid 2-[4-(4-fluoro-phenyl) 2-oxo-1,... Reactants: NC1=CC2=C(N=CN2)C=C1 (5-aminobenzimidazole), PdC, TEA, C(C)OC1=CC=C(C=O)C=C1 (4-ethoxybenzaldehyde), [Si](C)(C)(C)C#N (TMSCN), N1(C=NC=C1)C(=O)N1C=NC=C1 (di-(imidazol-1-yl)methanone). Yields the product N1C=NC2=C1C=CC(=C2)N2C(NCC2C2=CC=C(C=C2)OCC)=O (1-(1H-benzo[d]imidazol-5-yl)-5-(4-ethoxyphenyl)imidazolidin-2-one). RXN SMILES: [NH2:1][C:2]1[CH:10]=[CH:9][C:5]2[N:6]=[CH:7][NH:8][C:4]=2[CH:3]=1.[CH2:11]([O:13][C:14]1[CH:21]=[CH:20][C:17]([CH:18]=O)=[CH:16][CH:15]=1)[CH3:12].[Si](C#N)(C)(C)C.[N:28]1([C:33](N2C=CN=C2)=[O:34])C=CN=[CH:29]1>>[NH:6]1[C:5]2[CH:9]=[CH:10][C:2]([N:1]3[CH:18]([C:17]4[CH:20]=[CH:21][C:14]([O:13][CH2:11][CH3:12])=[CH:15][CH:16]=4)[CH2:29][NH:28][C:33]3=[O:34])=[CH:3][C:4]=2[N:8]=[CH:7]1. Procedure details: The compound was synthesized starting from 5-aminobenzimidazole (0.585 g, 4.4 mmol), 4-ethoxybenzaldehyde (0.601 g, 4 mmol), TMSCN (0.5 mL, 4 mmol), PdC (10%, 0.02 g), TEA (0.98 mL, 7.0 mmol), di-(imidazol-1-yl)methanone (0.622, 3.84 mmol) as described in method 2. Starting materials: N (ammonia), ClC1=CC2=C(NC(=N2)C(C)NC(C2=CC(=C(C=C2)N2N=C(C3=C2CCC3)C(=O)OCC)C(F)(F)F)=O)C=C1 (rac.-N-[1-(5-chloro-1H-benzimidazol-2-yl)ethyl]-4-[3-(ethoxycarbonyl)-5,6-dihydro-4H-cyclopentapyrazol-1-yl]-3-trifluoromethylbenzamide), Cl (hydrochloric acid). The solvent is CO (methanol). Conditions: temperature 65 celsius, time 17 hour. The product is NC(=O)C1=NN(C2=C1CCC2)C2=C(C=C(C(=O)NC(C)C1=NC3=C(N1)C=CC(=C3)Cl)C=C2)C(F)(F)F (rac.-4-[3-(aminocarbonyl)-5,6-dihydro-4H-cyclopentapyrazol-1-yl]-N-[1-(5-chloro-1H-benzimidazol-2-yl)ethyl]-3-trifluoromethylbenzamide). As a reaction SMILES: [Cl:1][C:2]1[CH:38]=[CH:37][C:5]2[NH:6][C:7]([CH:9]([NH:11][C:12](=[O:36])[C:13]3[CH:18]=[CH:17][C:16]([N:19]4[C:23]5[CH2:24][CH2:25][CH2:26][C:22]=5[C:21]([C:27]([O:29]CC)=O)=[N:20]4)=[C:15]([C:32]([F:35])([F:34])[F:33])[CH:14]=3)[CH3:10])=[N:8][C:4]=2[CH:3]=1.[NH3:39].Cl>CO>[NH2:39][C:27]([C:21]1[C:22]2[CH2:26][CH2:25][CH2:24][C:23]=2[N:19]([C:16]2[CH:17]=[CH:18][C:13]([C:12]([NH:11][CH:9]([C:7]3[NH:6][C:5]4[CH:37]=[CH:38][C:2]([Cl:1])=[CH:3][C:4]=4[N:8]=3)[CH3:10])=[O:36])=[CH:14][C:15]=2[C:32]([F:35])([F:34])[F:33])[N:20]=1)=[O:29]. Reported procedure: 130 mg (0.19 mmol) of rac.-N-[1-(5-chloro-1H-benzimidazol-2-yl)ethyl]-4-[3-(ethoxycarbonyl)-5,6-dihydro-4H-cyclopentapyrazol-1-yl]-3-trifluoromethylbenzamide is dissolved in 5 mL of methanol, combined with 6 mL of concentrated ammonia solution, and stirred for 17 hours at 65° C. in a Schlenk flask. The cooled reaction solution is poured onto ice water, adjusted to pH 7.5 with concentrated hydrochloric acid and extracted with ethyl acetate. The organic phases are dried and concentrated by evapora... The reactants are C(C)(C)(C)OC(=O)N1[C@@H]([C@H](CC1)O)CN1C2=C(C=3C=C(C=CC13)C#N)C[C@@H](C2)NC(=O)OC(C)C ((2R,3S)-2-((S)-7-cyano-2-isopropoxycarbonylamino-2,3-dihydro-1H-cyclopenta[b]indol-4-ylmethyl)-3-hydroxy-pyrrolidine-1-carboxylic acid tert-butyl ester), Cl (hydrogen chloride). The solvent is CO (methanol), O1CCOCC1 (1,4-dioxane). Run at time 3 hour. Product: C(C)(C)OC(N[C@H]1CC2=C(N(C=3C=CC(=CC23)C#N)C[C@H]2NCC[C@@H]2O)C1)=O ([(S)-7-Cyano-4-((2R,3S)-3-hydroxy-pyrrolidin-2-ylmethyl)-1,2,3,4-tetrahydrocyclopenta[b]indol-2-yl]-carbamic acid isopropyl ester). Isolated yield 95.5%. As a reaction SMILES: C(OC([N:8]1[CH2:12][CH2:11][C@H:10]([OH:13])[C@H:9]1[CH2:14][N:15]1[C:23]2[CH:22]=[CH:21][C:20]([C:24]#[N:25])=[CH:19][C:18]=2[C:17]2[CH2:26][C@H:27]([NH:29][C:30]([O:32][CH:33]([CH3:35])[CH3:34])=[O:31])[CH2:28][C:16]1=2)=O)(C)(C)C.Cl>CO.O1CCOCC1>[CH:33]([O:32][C:30](=[O:31])[NH:29][C@@H:27]1[CH2:28][C:16]2[N:15]([CH2:14][C@@H:9]3[C@@H:10]([OH:13])[CH2:11][CH2:12][NH:8]3)[C:23]3[CH:22]=[CH:21][C:20]([C:24]#[N:25])=[CH:19][C:18]=3[C:17]=2[CH2:26]1)([CH3:35])[CH3:34]. Procedure details: A solution of (2R,3S)-2-((S)-7-cyano-2-isopropoxycarbonylamino-2,3-dihydro-1H-cyclopenta[b]indol-4-ylmethyl)-3-hydroxy-pyrrolidine-1-carboxylic acid tert-butyl ester (0.50 g, 1.04 mmol) in methanol (20 mL) is treated with 4 N hydrogen chloride in 1,4-dioxane (20 mL), stirred at room temperature for 3 h and concentrated. The residue is suspended in ethyl acetate (200 mL) and treated with 2 N aqueous sodium hydroxide solution (20 mL). The organic layer is washed with brine, dried over sodium sulfa...